From a dataset of the Open Reaction Database (ORD), a public repository of structured organic reaction records. describe an organic reaction: reactants, conditions, products, and yield Starting materials: C(C)(=O)C=1SC=C(N1)C(=O)O (2-acetylthiazole-4-carboxylic acid), N[C@H](CN1N=C(C=C1)C1=CC(=C(C#N)C=C1)Cl)C ((S)-4-(1-(2-aminopropyl)-1H-pyrazol-3-yl)-2-chlorobenzonitrile). Yields the product C(C)(=O)C=1SC=C(N1)C(=O)N[C@H](CN1N=C(C=C1)C1=CC(=C(C=C1)C#N)Cl)C ((S)-2-acetyl-N-(1-(3-(3-chloro-4-cyanophenyl)-1H-pyrazol-1-yl)propan-2-yl)thiazole-4-carboxamide). Isolated yield 93.0%. RXN SMILES: [C:1]([C:4]1[S:5][CH:6]=[C:7]([C:9]([OH:11])=O)[N:8]=1)(=[O:3])[CH3:2].[NH2:12][C@@H:13]([CH3:29])[CH2:14][N:15]1[CH:19]=[CH:18][C:17]([C:20]2[CH:27]=[CH:26][C:23]([C:24]#[N:25])=[C:22]([Cl:28])[CH:21]=2)=[N:16]1>>[C:1]([C:4]1[S:5][CH:6]=[C:7]([C:9]([NH:12][C@@H:13]([CH3:29])[CH2:14][N:15]2[CH:19]=[CH:18][C:17]([C:20]3[CH:27]=[CH:26][C:23]([C:24]#[N:25])=[C:22]([Cl:28])[CH:21]=3)=[N:16]2)=[O:11])[N:8]=1)(=[O:3])[CH3:2]. Reported procedure: The title compound was prepared using the method of Example 34(d) starting from 2-acetylthiazole-4-carboxylic acid (1.444 g, 8.44 mmol) and (S)-4-(1-(2-aminopropyl)-1H-pyrazol-3-yl)-2-chlorobenzonitrile (2.0 g, 7.67 mmol). The product was purified by recrystallization from ethanol. Yield 93%. 1H-NMR (400 MHz; DMSO-d6): δ 1.20 (d, 3H), 2.70 (s, 3H), 4.37 (dd, 1H), 4.44 (dd, 1H), 4.48-4.56 (m, 1H), 6.96 (d, 1H), 7.87 (d, 1H), 7.92 (dd, 1H), 7.97 (dd, 1H), 8.04 (d, 1H), 8.48 (d, 1H), 8.61 (s, 1H). Starting materials: NC1=C(C=C(C=C1)C1=C(C=CC(=C1)C)S(=O)C1=C(C=C(C=C1)C)C1=CC(=C(C=C1)N)[N+](=O)[O-])[N+](=O)[O-] ((4-amino-3-nitrophenyl)-4-methylphenyl sulfoxide), NC1=C(C=C(C=C1)C1=C(C=CC(=C1)OC)S(=O)C1=C(C=C(C=C1)OC)C1=CC(=C(C=C1)N)[N+](=O)[O-])[N+](=O)[O-] ((4-amino-3-nitrophenyl)-4-methoxyphenyl sulfoxide). The product is NC=1C=C(C=CC1N)C1=C(C=CC(=C1)OC)S(=O)C1=C(C=C(C=C1)OC)C1=CC(=C(C=C1)N)N (3,4-Diaminophenyl-4-methoxyphenyl sulfoxide). The yield is 90.0%. Reaction SMILES: NC1C=CC(C2C=C(C)C=CC=2S(C2C=CC(C)=CC=2C2C=CC(N)=C([N+]([O-])=O)C=2)=O)=CC=1[N+]([O-])=O.[NH2:37][C:38]1[CH:43]=[CH:42][C:41]([C:44]2[CH:49]=[C:48]([O:50][CH3:51])[CH:47]=[CH:46][C:45]=2[S:52]([C:54]2[CH:59]=[CH:58][C:57]([O:60][CH3:61])=[CH:56][C:55]=2[C:62]2[CH:67]=[CH:66][C:65]([NH2:68])=[C:64]([N+:69]([O-])=O)[CH:63]=2)=[O:53])=[CH:40][C:39]=1[N+:72]([O-])=O>>[NH2:69][C:64]1[CH:63]=[C:62]([C:55]2[CH:56]=[C:57]([O:60][CH3:61])[CH:58]=[CH:59][C:54]=2[S:52]([C:45]2[CH:46]=[CH:47][C:48]([O:50][CH3:51])=[CH:49][C:44]=2[C:41]2[CH:42]=[CH:43][C:38]([NH2:37])=[C:39]([NH2:72])[CH:40]=2)=[O:53])[CH:67]=[CH:66][C:65]=1[NH2:68]. Procedure details: Following the procedure described in Example 2 but using as a starting material instead of (4-amino-3-nitrophenyl)-4-methylphenyl sulfoxide a corresponding amount of (4-amino-3-nitrophenyl)-4-methoxyphenyl sulfoxide, the title compound is obtained. Yields the product COC(CCC1=NC(=NO1)C1=CC=C(C=C1)S(=O)(=O)N1CCC(CC1)CNC[C@@H](C1=CC(=C(C=C1)O)NS(=O)(=O)C)O)=O (3-{3-[4-(4-{[(2R)-2-Hydroxy-2-(4-hydroxy-3-methanesulfonylamino-phenyl)-ethylamino]-methyl}-piperidine-1-sulfonyl)-phenyl]-[1,2,4]oxadiazol-5-yl}-propionic Acid Methyl Ester). Reported procedure: Prepared from N-[5-(2-amino-1-{R}-hydroxyethyl)-2-hydroxyphenyl]-methane-sulfonamide (0.136 g, 0.55 mmol), 3-[3-(4-{[4-formyl-1-piperidinyl]-sulfonyl}phenyl)-1,2,4-oxadiazol-5-yl]propanoic acid methyl ester (0.55 mmol), glacial acetic acid (0.040 g, 0.66 mmol) and sodium cyanoborohydride (0.0382 g, 0.061 mmol) according to the procedure used for example 67 (Step B) to give 0.180 g of the title compound as a white solid. RXN SMILES: [NH2:1][CH2:2][C@@H:3]([C:5]1[CH:6]=[CH:7][C:8]([OH:16])=[C:9]([NH:11][S:12]([CH3:15])(=[O:14])=[O:13])[CH:10]=1)[OH:4].[CH3:17][O:18][C:19](=[O:44])[CH2:20][CH2:21][C:22]1[O:26][N:25]=[C:24]([C:27]2[CH:32]=[CH:31][C:30]([S:33]([N:36]3[CH2:41][CH2:40][CH:39]([CH:42]=O)[CH2:38][CH2:37]3)(=[O:35])=[O:34])=[CH:29][CH:28]=2)[N:23]=1.C(O)(=O)C.C([BH3-])#N.[Na+]>>[CH3:17][O:18][C:19](=[O:44])[CH2:20][CH2:21][C:22]1[O:26][N:25]=[C:24]([C:27]2[CH:28]=[CH:29][C:30]([S:33]([N:36]3[CH2:37][CH2:38][CH:39]([CH2:42][NH:1][CH2:2][C@H:3]([OH:4])[C:5]4[CH:6]=[CH:7][C:8]([OH:16])=[C:9]([NH:11][S:12]([CH3:15])(=[O:14])=[O:13])[CH:10]=4)[CH2:40][CH2:41]3)(=[O:34])=[O:35])=[CH:31][CH:32]=2)[N:23]=1 |f:3.4|. The reactants are NC[C@H](O)C=1C=CC(=C(C1)NS(=O)(=O)C)O (N-[5-(2-amino-1-{R}-hydroxyethyl)-2-hydroxyphenyl]-methane-sulfonamide), COC(CCC1=NC(=NO1)C1=CC=C(C=C1)S(=O)(=O)N1CCC(CC1)C=O)=O (3-[3-(4-{[4-formyl-1-piperidinyl]-sulfonyl}phenyl)-1,2,4-oxadiazol-5-yl]propanoic acid methyl ester), C(C)(=O)O (acetic acid), C(#N)[BH3-].[Na+] (sodium cyanoborohydride). Yield: 51.3%.